Dataset: the Open Reaction Database (ORD), a public repository of structured organic reaction records. Task: describe an organic reaction: reactants, conditions, products, and yield The reactants are BrC=1C=C(C=C(C1)C)NC1=NC=CC(=N1)OC (N-(3-bromo-5-methylphenyl)-4-methoxypyrimidin-2-amine), NC1=NC=CC(=C1)B(O)O (2-aminopyridine-4-boronic acid), C([O-])([O-])=O.[Na+].[Na+] (sodium carbonate). Reagents/catalysts: C1=CC=C(C=C1)P([C-]2C=CC=C2)C3=CC=CC=C3.C1=CC=C(C=C1)P([C-]2C=CC=C2)C3=CC=CC=C3.Cl[Pd]Cl.[Fe+2].C(Cl)Cl (PdCl2(dppf) CH2Cl2). Solvent: O1CCOCC1 (dioxane). Run at temperature 100 celsius. Product: NC1=NC=CC(=C1)C=1C=C(C=C(C1)C)NC1=NC=CC(=N1)OC (N-[3-(2-aminopyridin-4-yl)-5-methylphenyl]-4-methoxypyrimidin-2-amine). As a reaction SMILES: Br[C:2]1[CH:3]=[C:4]([NH:9][C:10]2[N:15]=[C:14]([O:16][CH3:17])[CH:13]=[CH:12][N:11]=2)[CH:5]=[C:6]([CH3:8])[CH:7]=1.[NH2:18][C:19]1[CH:24]=[C:23](B(O)O)[CH:22]=[CH:21][N:20]=1.C(=O)([O-])[O-].[Na+].[Na+]>O1CCOCC1.C1C=CC(P(C2C=CC=CC=2)[C-]2C=CC=C2)=CC=1.C1C=CC(P(C2C=CC=CC=2)[C-]2C=CC=C2)=CC=1.Cl[Pd]Cl.[Fe+2].C(Cl)Cl>[NH2:18][C:19]1[CH:24]=[C:23]([C:2]2[CH:3]=[C:4]([NH:9][C:10]3[N:15]=[C:14]([O:16][CH3:17])[CH:13]=[CH:12][N:11]=3)[CH:5]=[C:6]([CH3:8])[CH:7]=2)[CH:22]=[CH:21][N:20]=1 |f:2.3.4,6.7.8.9.10|. Procedure details: A mixture of N-(3-bromo-5-methylphenyl)-4-methoxypyrimidin-2-amine (125 mg, 0.425 mmol), 2-aminopyridine-4-boronic acid (103 mg, 0.467 mmol), PdCl2(dppf)-CH2Cl2 adduct (35 mg, 0.042 mmol) and sodium carbonate (425 μL, 0.850 mmol) in dioxane (3 mL) was heated to 100° C. for 14 hours. The reaction mixture was filtered through a CELITE pad and washed with dioxane (3×). The filtrate was concentrated under reduced pressure and the residue was purified by silica gel chromatography (methanol/ethyl acet... Procedure: Into 100 ml of isopropanol were added 1.6 g of 6-hydroxy-3,4-dihydrocarbostyril and 1.8 ml of DBU. The mixture was refluxed under stirring and 4.2 g of 4-cyclohexyl-1-γ-bromobutylpiperazine was added thereto. After the addition operation, the reaction mixture was further refluxed under stirring for 8 hours, then concentrated. The residue thus obtained was extracted with chloroform and the chloroform layer was washed with 1N-NaOH aqueous solution and water, then dried with anhydrous sodium sulfat... Reaction SMILES: C([OH:4])(C)C.[OH:5][C:6]1[CH:7]=[C:8]2[C:13](=[CH:14][CH:15]=1)[NH:12][C:11](=[O:16])[CH2:10][CH2:9]2.C1CCN2C(=NCCC2)CC1.[CH:28]1([N:34]2[CH2:39][CH2:38][N:37]([CH2:40][CH2:41][CH:42](Br)[CH3:43])[CH2:36][CH2:35]2)[CH2:33][CH2:32][CH2:31][CH2:30][CH2:29]1>CO.C(Cl)(Cl)Cl>[CH:28]1([N:34]2[CH2:39][CH2:38][N:37]([C:40]([CH2:41][CH2:42][CH2:43][O:5][C:6]3[CH:7]=[C:8]4[C:13](=[CH:14][CH:15]=3)[NH:12][C:11](=[O:16])[CH2:10][CH2:9]4)=[O:4])[CH2:36][CH2:35]2)[CH2:33][CH2:32][CH2:31][CH2:30][CH2:29]1. The reactants are C(C)(C)O (isopropanol), OC=1C=C2CCC(NC2=CC1)=O (6-hydroxy-3,4-dihydrocarbostyril), C1CCC2=NCCCN2CC1 (DBU), C1(CCCCC1)N1CCN(CC1)CCC(C)Br (4-cyclohexyl-1-γ-bromobutylpiperazine). Run in CO (methanol), C(Cl)(Cl)Cl (chloroform). Yields the product C1(CCCCC1)N1CCN(CC1)C(=O)CCCOC=1C=C2CCC(NC2=CC1)=O (6-[3-(4-cyclohexyl-1-piperazinylcarbonyl)propoxy]-3,4-dihydrocarbostyril). RXN SMILES: I[C:2]1[CH:10]=[CH:9][CH:8]=[CH:7][C:3]=1[C:4]([OH:6])=[O:5].C(=O)([O-])[O-].[K+].[K+].[NH2:17][C:18]1[N:22]([CH2:23][CH3:24])[N:21]=[CH:20][CH:19]=1.Cl>CN(C=O)C.CC([O-])=O.CC([O-])=O.[Cu+2].O.C(O)(=O)C>[CH2:23]([N:22]1[C:18]([NH:17][C:2]2[C:3](=[CH:7][CH:8]=[CH:9][CH:10]=2)[C:4]([OH:6])=[O:5])=[CH:19][CH:20]=[N:21]1)[CH3:24] |f:1.2.3,7.8.9.10|. The solvent is C(C)(=O)O (Acetic acid), CN(C)C=O (DMF). Product: C(C)N1N=CC=C1NC=1C(C(=O)O)=CC=CC1 (N-(1-ethylpyrazol-5-yl) anthranilic acid). Yield: 42.4%. Reagents/catalysts: CC(=O)[O-].CC(=O)[O-].[Cu+2].O (Cu(OAc)2.H2O). Procedure: To a solution of 2-iodobenzoic acid (54 g, 0.218 mol) in DMF (570 ml) was added potassium carbonate (33.4 g, 0.242 mol), followed by 5-amino-1-ethylpyrazole (24.2 g, 0.218 mol) and finally Cu(OAc)2.H2O (0.9 g, 0.0045 mol). The reaction mixture was refluxed overnight, cooled and then poured into ice-water. Acetic acid and HCl were added until a pH of about 4 was obtained. A precipitate formed which was collected by filtration, washed with water and dried to afford 21.4 g of N-(1-ethylpyrazol-5-yl... Reactants: Cl (HCl), ice water, IC1=C(C(=O)O)C=CC=C1 (2-iodobenzoic acid), C([O-])([O-])=O.[K+].[K+] (potassium carbonate), NC1=CC=NN1CC (5-amino-1-ethylpyrazole). Reactants: COC(=O)C=1N=C(C2=CC(=CC=C2C1O)OC1=CC(=CC=C1)Cl)C#N (7-(3-Chloro-phenoxy)-1-cyano-4-hydroxy-isoquinoline-3-carboxylic acid methyl ester), NCC(C(=O)OCC)(C)C (ethyl 3-amino-2,2-dimethylpropanoate). The solvent is CCO (EtOH). Product: C(C)OC(C(CNC(=O)C=1N=C(C2=CC(=CC=C2C1O)OC1=CC(=CC=C1)Cl)C#N)(C)C)=O (3-{[7-(3-Chloro-phenoxy)-1-cyano-4-hydroxy-isoquinoline-3-carbonyl]amino}-2,2-dimethyl-propionic acid ethyl ester). Reaction SMILES: C[O:2][C:3]([C:5]1[N:6]=[C:7]([C:24]#[N:25])[C:8]2[C:13]([C:14]=1[OH:15])=[CH:12][CH:11]=[C:10]([O:16][C:17]1[CH:22]=[CH:21][CH:20]=[C:19]([Cl:23])[CH:18]=1)[CH:9]=2)=O.[NH2:26][CH2:27][C:28]([CH3:35])([CH3:34])[C:29]([O:31][CH2:32][CH3:33])=[O:30]>CCO>[CH2:32]([O:31][C:29](=[O:30])[C:28]([CH3:35])([CH3:34])[CH2:27][NH:26][C:3]([C:5]1[N:6]=[C:7]([C:24]#[N:25])[C:8]2[C:13]([C:14]=1[OH:15])=[CH:12][CH:11]=[C:10]([O:16][C:17]1[CH:22]=[CH:21][CH:20]=[C:19]([Cl:23])[CH:18]=1)[CH:9]=2)=[O:2])[CH3:33]. Procedure: 7-(3-Chloro-phenoxy)-1-cyano-4-hydroxy-isoquinoline-3-carboxylic acid methyl ester (25 mg, 0.07 mmol) and ethyl 3-amino-2,2-dimethylpropanoate (41 mg, 0.28 mmol) in EtOH (3 mL) were heated at 150° C. in a microwave for 1.5 hours. The solvent was removed in vacuo and the residue oil was purified by flash chromatography (0-50% EtOAc/hexanes) to give the title compound in 26 mg. MS: (−) m/z 466.42 (M−1). Reactants: Brc1cncc(Br)c1, O=C([O-])O, CCCC[N+](CCCC)(CCCC)CCCC, CN(C)C=O, [Cl-], C=Cc1cccc([N+](=O)[O-])c1, [Na+], CC(=O)[O-], CC(=O)[O-], [Pd+2]. The product is O=[N+]([O-])c1cccc(C=Cc2cncc(Br)c2)c1. As a reaction SMILES: [Br:12][c:13]1[cH:14][n:15][cH:16][c:17]([Br:18])[cH:19]1.[C:20](=[O:21])([OH:22])[O-:23].[CH2:26]([N+:27]([CH2:28][CH2:29][CH2:30][CH3:31])([CH2:32][CH2:33][CH2:34][CH3:35])[CH2:36][CH2:37][CH2:38][CH3:39])[CH2:40][CH2:41][CH3:42].[CH3:43][N:44]([CH3:45])[CH:46]=[O:47].[Cl-:25].[N+:1](=[O:2])([O-:3])[c:4]1[cH:5][c:6]([CH:7]=[CH2:8])[cH:9][cH:10][cH:11]1.[Na+:24].[O-:49][C:50]([CH3:51])=[O:52].[O-:53][C:54]([CH3:55])=[O:56].[Pd+2:48]>>[N+:1](=[O:2])([O-:3])[c:4]1[cH:5][c:6]([CH:7]=[CH:8][c:17]2[cH:16][n:15][cH:14][c:13]([Br:12])[cH:19]2)[cH:9][cH:10][cH:11]1. Procedure details: 0.7 g of 9-anthryl alanine was mixed with 20 ml of anhydrous methanol, cooled to 0° C. 1.5 eq of thionyl chloride was added drop-wise, refluxing overnight. The solvent was removed on a rotary evaporator. The crude product was dissolved in ethyl acetate. The organic phase was washed by 5% of sodium bicarbonate, distilled water, and dried by anhydrous sodium carbonate. The solvent was removed on a rotary evaporator. The product was purified by column chromatography (hexane: ethyl acetate=1:2.5). 0... The yield is 68.0%. The reactants are C1=CC=CC2=CC3=CC=CC=C3C(=C12)N[C@@H](C)C(=O)O (9-anthryl alanine), CO (methanol), S(=O)(Cl)Cl (thionyl chloride). The product is COC([C@@H](NC=1C2=CC=CC=C2C=C2C=CC=CC12)C)=O (9-Anthryl Alanine Methyl Ester). Reaction SMILES: [CH:1]1[C:14]2[C:5](=[CH:6][C:7]3[C:12]([C:13]=2[NH:15][C@H:16]([C:18]([OH:20])=[O:19])[CH3:17])=[CH:11][CH:10]=[CH:9][CH:8]=3)[CH:4]=[CH:3][CH:2]=1.S(Cl)(Cl)=O.[CH3:25]O>>[CH3:25][O:19][C:18](=[O:20])[C@H:16]([CH3:17])[NH:15][C:13]1[C:12]2[C:7]([CH:6]=[C:5]3[C:14]=1[CH:1]=[CH:2][CH:3]=[CH:4]3)=[CH:8][CH:9]=[CH:10][CH:11]=2. Reaction conditions: temperature 0 celsius. Starting materials: C1CCOC1, S=C=NCc1ccccc1, N, O. Yields the product NC(=S)NCc1ccccc1. Reaction SMILES: [CH2:13]1[O:14][CH2:15][CH2:16][CH2:17]1.[CH2:1]([c:2]1[cH:3][cH:4][cH:5][cH:6][cH:7]1)[N:8]=[C:9]=[S:10].[NH3:11].[OH2:12]>>[CH2:1]([c:2]1[cH:3][cH:4][cH:5][cH:6][cH:7]1)[NH:8][C:9](=[S:10])[NH2:11].